Task: describe an organic reaction: reactants, conditions, products, and yield. Dataset: the Open Reaction Database (ORD), a public repository of structured organic reaction records As a reaction SMILES: [CH3:28][CH2:29][OH:30].[Cl:1][c:2]1[cH:3][c:4]2[c:5]([nH:6][c:7]([C:9]([C:10]([F:11])([F:12])[F:13])=[O:14])[n:8]2)[cH:15][c:16]1[Cl:17].[ClH:18].[NH2:19][OH:20].[OH2:21].[cH:22]1[cH:23][cH:24][n:25][cH:26][cH:27]1>>[Cl:1][c:2]1[cH:3][c:4]2[c:5]([nH:6][c:7]([C:9]([C:10]([F:11])([F:12])[F:13])=[N:19][OH:20])[n:8]2)[cH:15][c:16]1[Cl:17]. Product: ON=C(c1nc2cc(Cl)c(Cl)cc2[nH]1)C(F)(F)F. Starting materials: CCO, O=C(c1nc2cc(Cl)c(Cl)cc2[nH]1)C(F)(F)F, Cl, NO, O, c1ccncc1. The reactants are ice water, BrC(C(=O)OC)C (methyl 2-bromopropionate), [Na] (sodium), C(C1=CC=CC=C1)OC1=CC=C(C=C1)O (p-benzyloxyphenol), CCOCC (ether). Run in CN(C)C=O (DMF). Conditions: temperature 80 celsius. Yields the product C(C1=CC=CC=C1)OC1=CC=C(OC(C(=O)OC)C)C=C1 (methyl 2-(4-benzyloxyphenoxy)propanoate). Reaction SMILES: Br[CH:2]([CH3:7])[C:3]([O:5][CH3:6])=[O:4].[Na].[CH2:9]([O:16][C:17]1[CH:22]=[CH:21][C:20]([OH:23])=[CH:19][CH:18]=1)[C:10]1[CH:15]=[CH:14][CH:13]=[CH:12][CH:11]=1.CCOCC>CN(C=O)C>[CH2:9]([O:16][C:17]1[CH:18]=[CH:19][C:20]([O:23][CH:2]([CH3:7])[C:3]([O:5][CH3:6])=[O:4])=[CH:21][CH:22]=1)[C:10]1[CH:11]=[CH:12][CH:13]=[CH:14][CH:15]=1 |^1:7|. Reported procedure: A 42 g (0.25 mole) portion of methyl 2-bromopropionate was added to 0.25 mole of the sodium salt of p-benzyloxyphenol (prepared from 13.5 g sodium methoxide and 50 g p-benzyloxyphenoxy) in 70 cc of DMF. The reaction mixture was heated at approximately 80° C. for 14.5 hours. The cooled reaction mixture was then poured into 1 liter ice-water. The product was isolated by ether extraction and was crystallized from methanol to give 45.2 g methyl 2-(4-benzyloxyphenoxy)propanoate, m.p. 38°-42°. Procedure details: 5-({[tert-butyl(dimethyl)silyl]oxy}methyl)-1-[2-(4-chlorophenyl)-2-oxoethyl]-1H-pyrrole-2-carboxylic acid (˜70% pure, 268 mg, 0.46 mmol) was stirred at reflux in 1,2-dichloroethane with ethane-1,2-diamine (938 mL) for 18 h. The resultant suspension was concentrated in vacuo to give a residue. The mixture was treated with CH2Cl2 (30 mL) and water (30 mL) to form an emulsion that was filtered through a filter system. The organic layer was then separated. The aqueous layer was extracted with furthe... The product is [Si](C)(C)(C(C)(C)C)OCC1=CC=C2N1CC1(N(C2=O)CCN1)C1=CC=C(C=C1)Cl (8-({[tert-butyl(dimethyl)silyl]oxy}methyl)-10a-(4-chlorophenyl)-2,3,10,10a-tetrahydro-1H,5H-imidazo[1,2-a]pyrrolo[1,2-d]-pyrazin-5-one). Run in ClCCCl (1,2-dichloroethane). Starting materials: [Si](C)(C)(C(C)(C)C)OCC1=CC=C(N1CC(=O)C1=CC=C(C=C1)Cl)C(=O)O (5-({[tert-butyl(dimethyl)silyl]oxy}methyl)-1-[2-(4-chlorophenyl)-2-oxoethyl]-1H-pyrrole-2-carboxylic acid), C(Cl)Cl (CH2Cl2), O (water), C(CN)N (ethane-1,2-diamine). As a reaction SMILES: [Si:1]([O:8][CH2:9][C:10]1[N:14]([CH2:15][C:16]([C:18]2[CH:23]=[CH:22][C:21]([Cl:24])=[CH:20][CH:19]=2)=O)[C:13]([C:25](O)=[O:26])=[CH:12][CH:11]=1)([C:4]([CH3:7])([CH3:6])[CH3:5])([CH3:3])[CH3:2].[CH2:28]([NH2:31])[CH2:29][NH2:30].C(Cl)Cl.O>ClCCCl>[Si:1]([O:8][CH2:9][C:10]1[N:14]2[CH2:15][C:16]3([C:18]4[CH:23]=[CH:22][C:21]([Cl:24])=[CH:20][CH:19]=4)[NH:31][CH2:28][CH2:29][N:30]3[C:25](=[O:26])[C:13]2=[CH:12][CH:11]=1)([C:4]([CH3:6])([CH3:5])[CH3:7])([CH3:2])[CH3:3]. The yield is 42.0%.